This data is from the Open Reaction Database (ORD), a public repository of structured organic reaction records. The task is: describe an organic reaction: reactants, conditions, products, and yield The reactants are ClC1=C(C=[N+](C=C1)[O-])CC1=CC=C(C=C1)OC (4-Chloro-3-(4-methoxybenzyl)pyridine-N-oxide), ClC1=C(C=CC=C1)N1C(CNCC1)=O (1-(2-chlorophenyl)-piperazin-2-one). The product is COC1=CC=C(CC=2C=NC=CC2N2CC(N(CC2)C2=C(C=CC=C2)Cl)=O)C=C1 (4-[3-(4-methoxybenzyl)pyrid-4-yl] -1 -(2-chlorophenyl)-piperazin-2-one). Reaction SMILES: Cl[C:2]1[CH:7]=[CH:6][N+:5]([O-])=[CH:4][C:3]=1[CH2:9][C:10]1[CH:15]=[CH:14][C:13]([O:16][CH3:17])=[CH:12][CH:11]=1.[Cl:18][C:19]1[CH:24]=[CH:23][CH:22]=[CH:21][C:20]=1[N:25]1[CH2:30][CH2:29][NH:28][CH2:27][C:26]1=[O:31]>>[CH3:17][O:16][C:13]1[CH:14]=[CH:15][C:10]([CH2:9][C:3]2[CH:4]=[N:5][CH:6]=[CH:7][C:2]=2[N:28]2[CH2:29][CH2:30][N:25]([C:20]3[CH:21]=[CH:22][CH:23]=[CH:24][C:19]=3[Cl:18])[C:26](=[O:31])[CH2:27]2)=[CH:11][CH:12]=1. Procedure: The product of step B is heated with 1-(2-chlorophenyl)-piperazin-2-one (1 molar equivalent). The crude N-oxide of 4-[3-(4-methoxybenzyl)pyrid -4-yl]-I-(2-chlorophenyl)-piperazin-2-one is deoxygenated by treatment with triphenylphosphine (2 molar equivalents) to provide the title compound. Procedure: To a solution of 8.0 g of α,α-diethyl-2-hydroxymethyl-3-acetaminobenzyl alcohol in 300 ml of tetrahydrofuran was added 32 g of activated manganese dioxide and the mixture was allowed to react for 6 hours under refluxing. After the reaction was over, the reaction mixture was left to stand for cooling and filtered on a glass filter having a bed of celite. The residue was washed with 100 ml of tetrahydrofuran. The filtrate and the washed solution were combined and concentrated to obtain an oily sub... Reagents/catalysts: [O-2].[O-2].[Mn+4] (manganese dioxide). RXN SMILES: [CH2:1]([C:3]([OH:18])([CH2:16][CH3:17])[C:4]1[CH:9]=[CH:8][CH:7]=[C:6]([NH:10][C:11]([CH3:13])=[O:12])[C:5]=1[CH2:14][OH:15])[CH3:2]>O1CCCC1.[O-2].[O-2].[Mn+4]>[CH2:1]([C:3]1([CH2:16][CH3:17])[C:4]2[C:5](=[C:6]([NH:10][C:11]([CH3:13])=[O:12])[CH:7]=[CH:8][CH:9]=2)[C:14](=[O:15])[O:18]1)[CH3:2] |f:2.3.4|. The product is C(C)C1(OC(=O)C2=C(C=CC=C12)NC(=O)C)CC (3,3-diethyl-7-acetaminophthalide). Isolated yield 62.2%. The reactants are C(C)C(C1=C(C(=CC=C1)NC(=O)C)CO)(CC)O (α,α-diethyl-2-hydroxymethyl-3-acetaminobenzyl alcohol). Solvent: O1CCCC1 (tetrahydrofuran).